From a dataset of the Open Reaction Database (ORD), a public repository of structured organic reaction records. describe an organic reaction: reactants, conditions, products, and yield The reactants are CC1=CC(OC(=C1C(=O)OCC)C)=O (ethyl 4,6-dimethyl-2-oxo-2H-pyran-5-carboxylate), product, C1(=CC=CC=C1)CC=O (phenylacetaldehyde), N1CCOCC1 (morpholine), O (water). Run in C1(=CC=CC=C1)C (toluene). Product: CC1=C(C=CC(=C1C(=O)OCC)C)C1=CC=CC=C1 (ethyl 2,4-dimethyl-[1,1'-biphenyl]-3-carboxylate). Isolated yield 55.6%. RXN SMILES: [C:1]1([CH2:7][CH:8]=O)[CH:6]=[CH:5][CH:4]=[CH:3][CH:2]=1.N1CCOCC1.O.[CH3:17][C:18]1[C:23]([C:24]([O:26][CH2:27][CH3:28])=[O:25])=[C:22]([CH3:29])OC(=O)[CH:19]=1>C1(C)C=CC=CC=1>[CH3:29][C:22]1[C:23]([C:24]([O:26][CH2:27][CH3:28])=[O:25])=[C:18]([CH3:19])[CH:17]=[CH:8][C:7]=1[C:1]1[CH:2]=[CH:3][CH:4]=[CH:5][CH:6]=1. Procedure details: A stirred solution of phenylacetaldehyde (77.0 g, 0.64 mole) and morpholine (56.0 g, 0.64 mole) in toluene (500 ml) was heated at reflux until the theoretical amount of water was collected in a Dean-Stark trap. The reaction mixture was cooled slightly, and ethyl 4,6-dimethyl-2-oxo-2H-pyran-5-carboxylate (125.0 g, 0.64 mole) was added. The solvent was distilled from the reaction mixture at atmospheric pressure to leave a residue. The residue was then heated at 200° for 2.5 hours. A Dean-Stark tra... Procedure: A solution of ethyl acetoacetate and 4-methoxybenzyl chloride is stirred under an argon atmosphere with 1,8-diazabicyclo[5.4.0]undec-7-ene at room temperature in CH3CN. The mixture is partitioned between 3 N HCl and EtOAc. The organic extract is washed successively with H2O, aqueous NaHCO3, H2O and saturated aqueous NaCl and dried (Na2SO4). The solvent is removed in vacuo to afford the title compound. Solvent: CC#N (CH3CN). RXN SMILES: [C:1]([O:7][CH2:8][CH3:9])(=[O:6])[CH2:2][C:3]([CH3:5])=[O:4].[CH3:10][O:11][C:12]1[CH:19]=[CH:18][C:15]([CH2:16]Cl)=[CH:14][CH:13]=1.N12CCCN=C1CCCCC2>CC#N>[CH2:8]([O:7][C:1](=[O:6])[CH:2]([CH2:16][C:15]1[CH:18]=[CH:19][C:12]([O:11][CH3:10])=[CH:13][CH:14]=1)[C:3](=[O:4])[CH3:5])[CH3:9]. Yields the product C(C)OC(C(C(C)=O)CC1=CC=C(C=C1)OC)=O (Ethyl2-(4-methoxybenzyl)-3-oxobutyrate). The reactants are C(CC(=O)C)(=O)OCC (ethyl acetoacetate), COC1=CC=C(CCl)C=C1 (4-methoxybenzyl chloride), N12CCCCCC2=NCCC1 (1,8-diazabicyclo[5.4.0]undec-7-ene). The reactants are C(C1=CC=CC=C1)[C@@H]([C@H](C(OC1CCCC1)NS(=O)(=O)C1=CC(=CC=C1)O)O)NC(O[C@H]1CO[C@H]2OCC[C@H]21)=O ((3R,3aS,6aR)hexahydrofuro[2,3-b]furan-3-yl N-((1S,2R)-1-benzyl-3-(cyclopentyloxy)[(3-hydroxyphenyl)sulfonyl]amino-2-hydroxypropyl)carbamate), BrCC(=O)N1CCOCC1 (2-bromo-1-morpholino-1-ethanone), C([O-])([O-])=O.[K+].[K+] (potassium carbonate). Run in CN(C)C=O (DMF). The product is C(C1=CC=CC=C1)[C@@H]([C@@H](CN(S(=O)(=O)C1=CC(=CC=C1)OCC(=O)N1CCOCC1)OC1CCCC1)O)NC(O[C@H]1CO[C@H]2OCC[C@H]21)=O ((3R,3aS,6aR)hexahydrofuro[2,3-b]furan-3-yl N-[(1S,2R)-1-benzyl-3-((cyclopentyloxy)[3-(2-morpholino-2-oxoethoxy)phenyl]sulfonylamino)-2-hydroxypropyl]carbamate). Yield: 129.5%. Reaction SMILES: [CH2:1]([C@H:8]([NH:29][C:30](=[O:40])[O:31][C@@H:32]1[C@H:39]2[C@H:35]([O:36][CH2:37][CH2:38]2)[O:34][CH2:33]1)[C@@H:9]([OH:28])[CH:10]([NH:17][S:18]([C:21]1[CH:26]=[CH:25][CH:24]=[C:23]([OH:27])[CH:22]=1)(=[O:20])=[O:19])OC1CCCC1)[C:2]1[CH:7]=[CH:6][CH:5]=[CH:4][CH:3]=1.Br[CH2:42][C:43]([N:45]1[CH2:50][CH2:49][O:48][CH2:47][CH2:46]1)=[O:44].[C:51](=[O:54])([O-])[O-].[K+].[K+]>CN(C=O)C>[CH2:1]([C@H:8]([NH:29][C:30](=[O:40])[O:31][C@@H:32]1[C@H:39]2[C@H:35]([O:36][CH2:37][CH2:38]2)[O:34][CH2:33]1)[C@H:9]([OH:28])[CH2:10][N:17]([O:54][CH:51]1[CH2:3][CH2:2][CH2:1][CH2:8]1)[S:18]([C:21]1[CH:26]=[CH:25][CH:24]=[C:23]([O:27][CH2:42][C:43]([N:45]2[CH2:50][CH2:49][O:48][CH2:47][CH2:46]2)=[O:44])[CH:22]=1)(=[O:19])=[O:20])[C:2]1[CH:3]=[CH:4][CH:5]=[CH:6][CH:7]=1 |f:2.3.4|. Reported procedure: (3R,3aS,6aR)hexahydrofuro[2,3-b]furan-3-yl N-((1S,2R)-1-benzyl-3-(cyclopentyloxy)[(3-hydroxyphenyl)sulfonyl]amino-2-hydroxypropyl)carbamate (0.09 mmol, 50 mg) was combined with 2-bromo-1-morpholino-1-ethanone (0.09 mmol, 18 mg) and potassium carbonate (0.26 mmol, 36 mg), and stirred in anhydrous DMF (1 mL) under nitrogen for 15 hours at room temperature. The reaction was concentrated to a residue, dissolved in ethyl acetate, washed in distilled water and brine, and dried over magnesium sulfate. ... Reactants: [Si](C)(C)(C(C)(C)C)OCC=1C(=NC(=CC1)CC1=C(C=CC=C1F)F)C1=C(C=C(C=C1)F)F (3-({[tert-butyl(dimethyl)silyl]oxy}methyl)-6-(2,6-difluorobenzyl)-2-(2,4-difluorophenyl)pyridine), C[Si](C)(C)[N-][Si](C)(C)C.[Li+] (lithium bis(trimethylsilyl)amide), C[Si](C#CC(=O)OCC)(C)C (ethyl 3-(trimethylsilyl)prop-2-ynoate). The solvent is C1CCOC1 (THF). Reaction conditions: temperature -78 celsius, time 0.5 hour. Yields the product FC1=C(C(=CC=C1)F)C(C(C#C)=O)C1=NC(=C(C=C1)CO)C1=C(C=C(C=C1)F)F (1-(2,6-difluorophenyl)-1-[6-(2,4-difluorophenyl)-5-(hydroxymethyl)pyridin-2-yl]but-3-yn-2-one). As a reaction SMILES: [Si]([O:8][CH2:9][C:10]1[C:11]([C:25]2[CH:30]=[CH:29][C:28]([F:31])=[CH:27][C:26]=2[F:32])=[N:12][C:13]([CH2:16][C:17]2[C:22]([F:23])=[CH:21][CH:20]=[CH:19][C:18]=2[F:24])=[CH:14][CH:15]=1)(C(C)(C)C)(C)C.C[Si]([N-][Si](C)(C)C)(C)C.[Li+].C[Si](C)(C)[C:45]#[C:46][C:47](OCC)=[O:48]>C1COCC1>[F:24][C:18]1[CH:19]=[CH:20][CH:21]=[C:22]([F:23])[C:17]=1[CH:16]([C:13]1[CH:14]=[CH:15][C:10]([CH2:9][OH:8])=[C:11]([C:25]2[CH:30]=[CH:29][C:28]([F:31])=[CH:27][C:26]=2[F:32])[N:12]=1)[C:47](=[O:48])[C:46]#[CH:45] |f:1.2|. Procedure details: To a solution of 3-({[tert-butyl(dimethyl)silyl]oxy}methyl)-6-(2,6-difluorobenzyl)-2-(2,4-difluorophenyl)pyridine (from Step D above, 4.63 g) in THF was added lithium bis(trimethylsilyl)amide (22.0 mL, 1.0 M in THF) at −78° C. After stirring ½ h at −78° C., ethyl 3-(trimethylsilyl)prop-2-ynoate (2.2 mL) was added. The mixture was warmed to 0° C. and stirred for a couple of hours until reaction complete. The reaction was quenched with 0.1 N HCl, and extracted with ethyl acetate. The organic layer... Starting materials: COC(=O)C(Cc1ccc(N)cc1)NC(=O)OC(C)(C)C, Cc1cccc(Cl)c1C(=O)Cl. The product is COC(=O)C(Cc1ccc(NC(=O)c2c(C)cccc2Cl)cc1)NC(=O)OC(C)(C)C. As a reaction SMILES: [CH3:1][O:2][C:3]([CH:4]([NH:5][C:6](=[O:7])[O:8][C:9]([CH3:10])([CH3:11])[CH3:12])[CH2:13][c:14]1[cH:15][cH:16][c:17]([NH2:20])[cH:18][cH:19]1)=[O:21].[Cl:22][c:23]1[c:24]([C:25](=[O:26])[Cl:27])[c:28]([CH3:32])[cH:29][cH:30][cH:31]1>>[CH3:1][O:2][C:3]([CH:4]([NH:5][C:6](=[O:7])[O:8][C:9]([CH3:10])([CH3:11])[CH3:12])[CH2:13][c:14]1[cH:15][cH:16][c:17]([NH:20][C:25]([c:24]2[c:23]([Cl:22])[cH:31][cH:30][cH:29][c:28]2[CH3:32])=[O:26])[cH:18][cH:19]1)=[O:21].